From a dataset of the Open Reaction Database (ORD), a public repository of structured organic reaction records. describe an organic reaction: reactants, conditions, products, and yield The reactants are ClCCl, CCOC(C)=O, OCC1CCCN1C1CCC(Cc2ccc(F)cc2)CC1, OCC1CCCN1C1CCC(Cc2ccc(F)cc2)CC1, Cc1ccc(S(=O)(=O)Cl)cc1, c1ccncc1. Yields the product Fc1ccc(CC2CCC(N3CCCC3CCl)CC2)cc1. Reaction SMILES: [CH2:60]([Cl:61])[Cl:62].[CH3:63][CH2:64][O:65][C:66](=[O:67])[CH3:68].[F:1][c:2]1[cH:3][cH:4][c:5]([CH2:6][CH:7]2[CH2:8][CH2:9][CH:10]([N:13]3[CH:14]([CH2:18][OH:19])[CH2:15][CH2:16][CH2:17]3)[CH2:11][CH2:12]2)[cH:20][cH:21]1.[F:22][c:23]1[cH:24][cH:25][c:26]([CH2:27][CH:28]2[CH2:29][CH2:30][CH:31]([N:32]3[CH2:33][CH2:34][CH2:35][CH:36]3[CH2:37][OH:38])[CH2:39][CH2:40]2)[cH:41][cH:42]1.[c:49]1([CH3:50])[cH:51][cH:52][c:53]([S:54](=[O:55])(=[O:56])[Cl:58])[cH:57][cH:59]1.[cH:43]1[cH:44][cH:45][n:46][cH:47][cH:48]1>>[F:1][c:2]1[cH:3][cH:4][c:5]([CH2:6][CH:7]2[CH2:8][CH2:9][CH:10]([N:13]3[CH:14]([CH2:18][Cl:58])[CH2:15][CH2:16][CH2:17]3)[CH2:11][CH2:12]2)[cH:20][cH:21]1. Starting materials: COC1=CC=C2C(C(C3=C(OC4(CCNCC4)CS3)C2=C1)=O)=O (9-methoxyspiro[naphtho[1,2-b][1,4]oxathiine-2,4′-piperidine]-5,6-dione), FC1=CC=C(OC[C@H]2OC2)C=C1 ((2S)-2-[(4-fluorophenoxy)methyl]oxirane). Yields the product FC1=CC=C(OC[C@H](CN2CCC3(CC2)CSC2=C(O3)C3=CC(=CC=C3C(C2=O)=O)OC)O)C=C1 (1′-[(2S)-3-(4-fluorophenoxy)-2-hydroxypropyl]-9-methoxyspiro[naphtho[1,2-b][1,4]oxathiine-2,4′-piperidine]-5,6-dione). Reaction SMILES: [CH3:1][O:2][C:3]1[CH:21]=[C:20]2[C:6]([C:7](=[O:23])[C:8](=[O:22])[C:9]3[S:19][CH2:18][C:12]4([CH2:17][CH2:16][NH:15][CH2:14][CH2:13]4)[O:11][C:10]=32)=[CH:5][CH:4]=1.[F:24][C:25]1[CH:35]=[CH:34][C:28]([O:29][CH2:30][C@@H:31]2[CH2:33][O:32]2)=[CH:27][CH:26]=1>>[F:24][C:25]1[CH:35]=[CH:34][C:28]([O:29][CH2:30][C@@H:31]([OH:32])[CH2:33][N:15]2[CH2:16][CH2:17][C:12]3([O:11][C:10]4[C:20]5[C:6]([C:7](=[O:23])[C:8](=[O:22])[C:9]=4[S:19][CH2:18]3)=[CH:5][CH:4]=[C:3]([O:2][CH3:1])[CH:21]=5)[CH2:13][CH2:14]2)=[CH:27][CH:26]=1. Procedure: Compound 211 was synthesized using 9-methoxyspiro[naphtho[1,2-b][1,4]oxathiine-2,4′-piperidine]-5,6-dione, (2S)-2-[(4-fluorophenoxy)methyl]oxirane and conditions outlined in procedure Y. M.p.=80-81° C.; 400 MHz 1H NMR (DMSO-d6) δ: 7.88 (d, J=8.8 Hz, 1H), 7.32 (d, J=8.8 Hz, 1H), 7.09 (m, 3H), 6.95 (m, 2H), 4.85 (s, 1H), 3.98 (brm, 6H), 3.07 (s, 2H), 2.80 (m, 2H), 2.41 (m, 4H), 1.99 (m, 2H), 1.80 (m, 2H); LCMS: 500 [M+H]. The reactants are [Br-], CCOC(C)=O, C[Mg+], CON(C)C(=O)c1cncc(C#Cc2ccccc2)c1, [Cl-], [NH4+]. Yields the product CC(=O)c1cncc(C#Cc2ccccc2)c1. RXN SMILES: [Br-:1].[CH3:24][CH2:25][O:26][C:27](=[O:28])[CH3:29].[CH3:2][Mg+:3].[CH3:4][O:5][N:6]([C:7]([c:8]1[cH:9][n:10][cH:11][c:12]([C:14]#[C:15][c:16]2[cH:17][cH:18][cH:19][cH:20][cH:21]2)[cH:13]1)=[O:22])[CH3:23].[Cl-:30].[NH4+:31]>>[CH3:2][C:7]([c:8]1[cH:9][n:10][cH:11][c:12]([C:14]#[C:15][c:16]2[cH:17][cH:18][cH:19][cH:20][cH:21]2)[cH:13]1)=[O:22].